describe an organic reaction: reactants, conditions, products, and yield From a dataset of the Open Reaction Database (ORD), a public repository of structured organic reaction records. Starting materials: NC1=NC(=C2N=CN(C2=N1)OC[C@H](CO)OCP(=O)(OCC)OCC)OC ((S)-2-amino-9-[2-(diethoxyphosphorylmethoxy)-3-hydroxypropoxy]-6-methoxypurine), C[Si](C)(C)Br (trimethylsilyl bromide). Solvent: CN(C=O)C (dimethylformamide). Conditions: time 3 hour. Product: OC[C@@H](CON1C=2N=C(NC(C2N=C1)=O)N)OCP(=O)(O)O ((S)-9-[3-Hydroxy-2-(phosphonomethoxy)propoxy]guanine). Isolated yield 65.9%. Reaction SMILES: [NH2:1][C:2]1[N:10]=[C:9]2[C:5]([N:6]=[CH:7][N:8]2[O:11][CH2:12][C@@H:13]([O:16][CH2:17][P:18]([O:23]CC)([O:20]CC)=[O:19])[CH2:14][OH:15])=[C:4]([O:26]C)[N:3]=1.C[Si](Br)(C)C>CN(C)C=O>[OH:15][CH2:14][C@H:13]([O:16][CH2:17][P:18]([OH:20])([OH:23])=[O:19])[CH2:12][O:11][N:8]1[CH:7]=[N:6][C:5]2[C:4](=[O:26])[NH:3][C:2]([NH2:1])=[N:10][C:9]1=2. Reported procedure: To a solution of (S)-2-amino-9-[2-(diethoxyphosphorylmethoxy)-3-hydroxypropoxy]-6-methoxypurine (0.56 g, 1.38 mmol) in dry dimethylformamide (5 ml) was added trimethylsilyl bromide (1.82 ml, 13.8 mmol) and the solution stirred at ambient temperature for 3 hours. The solvent was removed under reduced pressure and the residue co-evaporated with acetone/water 1:1 (x2). The white solid obtained was crystallised from hot water to give the title compound as a white solid (0.305 g, 66%). IR:νmax (KBr) ...